This data is from the Open Reaction Database (ORD), a public repository of structured organic reaction records. The task is: describe an organic reaction: reactants, conditions, products, and yield The reactants are C(C1=CC=CC=C1)OCCCCC(=O)O (5-benzyloxypentanoic acid), C(C)O (ethanol), S(O)(O)(=O)=O (sulfuric acid). Solvent: C(C)N(CC)CC (triethylamine). The product is C(C1=CC=CC=C1)OCCCCC(=O)OCC (ethyl 5-benzyloxypentanoate). Reaction SMILES: [CH2:1]([O:8][CH2:9][CH2:10][CH2:11][CH2:12][C:13]([OH:15])=[O:14])[C:2]1[CH:7]=[CH:6][CH:5]=[CH:4][CH:3]=1.[CH2:16](O)[CH3:17].S(=O)(=O)(O)O>C(N(CC)CC)C>[CH2:1]([O:8][CH2:9][CH2:10][CH2:11][CH2:12][C:13]([O:15][CH2:16][CH3:17])=[O:14])[C:2]1[CH:7]=[CH:6][CH:5]=[CH:4][CH:3]=1. Procedure: A mixture of 61.1 g of 5-benzyloxypentanoic acid, 566 ml of ethanol and 10 ml of concentrated sulfuric acid is refluxed for 15 h. The mixture is cooled to room temperature, 10 ml of triethylamine are added and evaporated. The residue is diluted with 250 ml of ether and the solution is washed in water and brine dried (MgSO4) and evaporated. The residual oil is distilled to give ethyl 5-benzyloxypentanoate, b.p. 110°-113° C. (0.7 mm/Hg). Reactants: C[S-], CC(=O)O, [Na+], CCCCC1(CCCC)CN(c2ccc(N)cc2)c2ccc(OC)cc2S(=O)(=O)C1, CN(C)C=O, O. The product is CCCCC1(CCCC)CN(c2ccc(N)cc2)c2ccc(O)cc2S(=O)(=O)C1. As a reaction SMILES: [CH3:31][S-:32].[CH3:34][C:35](=[O:36])[OH:37].[Na+:33].[O:1]=[S:2]1(=[O:30])[CH2:3][C:4]([CH2:22][CH2:23][CH2:24][CH3:25])([CH2:26][CH2:27][CH2:28][CH3:29])[CH2:5][N:6]([c:15]2[cH:16][cH:17][c:18]([NH2:21])[cH:19][cH:20]2)[c:7]2[c:8]1[cH:9][c:10]([O:13][CH3:14])[cH:11][cH:12]2.[O:39]=[CH:40][N:41]([CH3:42])[CH3:43].[OH2:38]>>[O:1]=[S:2]1(=[O:30])[CH2:3][C:4]([CH2:22][CH2:23][CH2:24][CH3:25])([CH2:26][CH2:27][CH2:28][CH3:29])[CH2:5][N:6]([c:15]2[cH:16][cH:17][c:18]([NH2:21])[cH:19][cH:20]2)[c:7]2[c:8]1[cH:9][c:10]([OH:13])[cH:11][cH:12]2. Starting materials: C12(CC3CC(CC(C1)C3)C2)C=2C=C(C=CC2OCOC)C2=CC=C(C=O)C=C2 (4-[3-(1-adamantyl)-4-methoxymethoxyphenyl]benzaldehyde), Cl (HCl), Cl (HCl), Cl (HCl). The solvent is C1CCOC1.C(C)(C)O (THF isopropanol), O (water). Reaction conditions: time 57 hour. Yields the product C12(CC3CC(CC(C1)C3)C2)C=2C=C(C=CC2O)C2=CC=C(C=O)C=C2 (4-[3-(1-adamantyl)-4-hydroxyphenyl]benzaldehyde). The yield is 98.6%. RXN SMILES: [C:1]12([C:11]3[CH:12]=[C:13]([C:21]4[CH:28]=[CH:27][C:24]([CH:25]=[O:26])=[CH:23][CH:22]=4)[CH:14]=[CH:15][C:16]=3[O:17]COC)[CH2:10][CH:5]3[CH2:6][CH:7]([CH2:9][CH:3]([CH2:4]3)[CH2:2]1)[CH2:8]2.Cl>C1COCC1.C(O)(C)C.O>[C:1]12([C:11]3[CH:12]=[C:13]([C:21]4[CH:22]=[CH:23][C:24]([CH:25]=[O:26])=[CH:27][CH:28]=4)[CH:14]=[CH:15][C:16]=3[OH:17])[CH2:10][CH:5]3[CH2:6][CH:7]([CH2:9][CH:3]([CH2:4]3)[CH2:2]1)[CH2:8]2 |f:2.3|. Procedure details: To a solution of 4-[3-(1-adamantyl)-4-methoxymethoxyphenyl]benzaldehyde (6.88 g, 18.30 mmol) in 200 mL of THF:isopropanol (1:1) was a added 30 mL of6 N HCl at room temperature. After 20 hours 30 mL of 12 N HCl was added. After 57 hours starting material was still present, 60 mL of additional 12 N HCl was added and stirred for 16 hours. The resulting mixture was diluted with water and extracted with ether (2×200 mL). The combined organics were washed with water (150 mL), brine (100 mL), dried ove... Reactants: [Cl-].[NH4+] (ammonium chloride), [N+](=O)([O-])C1=CC=C(NCC2CCCO2)C=C1 (4-nitro-N-tetrahydrofurfurylaniline). Reagents/catalysts: [Zn] (zinc). The solvent is aqueous-alcoholic solution. Yields the product Cl.Cl.NC1=CC=C(NCC2CCCO2)C=C1 (4-amino-N-tetrahydrofurfurylaniline dihydrochloride). RXN SMILES: [Cl-:1].[NH4+].[N+:3]([C:6]1[CH:18]=[CH:17][C:9]([NH:10][CH2:11][CH:12]2[O:16][CH2:15][CH2:14][CH2:13]2)=[CH:8][CH:7]=1)([O-])=O>[Zn]>[ClH:1].[ClH:1].[NH2:3][C:6]1[CH:7]=[CH:8][C:9]([NH:10][CH2:11][CH:12]2[O:16][CH2:15][CH2:14][CH2:13]2)=[CH:17][CH:18]=1 |f:0.1,4.5.6|. Procedure: 4.02 g of ammonium chloride and 57 g of zinc powder are added to 180 ml of an aqueous-alcoholic solution (83% of alcohol and 17% of water). This mixture is heated to the reflux temperature, whilst stirring, and 0.122 mol (27 g) of 4-nitro-N-tetrahydrofurfurylaniline is then added gradually. When the reaction medium is decolorised, it is filtered and the filtrate is collected in a flask containing 30 ml of ice-cooled hydrochloric acid (d=1.19). On cooling, the expected dihydrochloride precipitate...